This data is from the Open Reaction Database (ORD), a public repository of structured organic reaction records. The task is: describe an organic reaction: reactants, conditions, products, and yield Reactants: CNC, Cc1ccc(-c2cc(COS(C)(=O)=O)c(=O)n(CC(C)C)n2)cc1F, O. Yields the product Cc1ccc(-c2cc(CN(C)C)c(=O)n(CC(C)C)n2)cc1F. As a reaction SMILES: [CH3:26][NH:27][CH3:28].[F:1][c:2]1[cH:3][c:4](-[c:9]2[cH:10][c:11]([CH2:20][O:21][S:22]([CH3:23])(=[O:24])=[O:25])[c:12](=[O:19])[n:13]([CH2:15][CH:16]([CH3:17])[CH3:18])[n:14]2)[cH:5][cH:6][c:7]1[CH3:8].[OH2:29]>>[F:1][c:2]1[cH:3][c:4](-[c:9]2[cH:10][c:11]([CH2:20][N:27]([CH3:26])[CH3:28])[c:12](=[O:19])[n:13]([CH2:15][CH:16]([CH3:17])[CH3:18])[n:14]2)[cH:5][cH:6][c:7]1[CH3:8]. Starting materials: NC1=NC=CC=C1C1=NC=2C(=NC(=CC2)C2=CC(=CC=C2)N2C[C@@H](OCC2)CO)N1C1=CC=C(C=C1)C1(CCC1)NC(OC(C)(C)C)=O (tert-Butyl (1-{4-[2-(2-aminopyridin-3-yl)-5-{3-[(2R)-2-(hydroxymethyl)morpholin-4-yl]phenyl}-3H-imidazo[4,5-b]pyridin-3-yl]phenyl}cyclobutyl)carbamate), Cl.O1CCOCC1 (HCl dioxane). Run in C(Cl)Cl (DCM). Conditions: time 15 hour. Yields the product Cl.Cl.Cl.NC1(CCC1)C1=CC=C(C=C1)N1C(=NC=2C1=NC(=CC2)C=2C=C(C=CC2)N2C[C@@H](OCC2)CO)C=2C(=NC=CC2)N ([(2R)-4-(3-{3-[4-(1-Aminocyclobutyl)phenyl]-2-(2-aminopyridin-3-yl)-3H-imidazo[4,5-b]pyridin-5-yl}phenyl)morpholin-2-yl]methanol trihydrochloride). Yield: 82.7%. RXN SMILES: [NH2:1][C:2]1[C:7]([C:8]2[N:30]([C:31]3[CH:36]=[CH:35][C:34]([C:37]4([NH:41]C(=O)OC(C)(C)C)[CH2:40][CH2:39][CH2:38]4)=[CH:33][CH:32]=3)[C:11]3=[N:12][C:13]([C:16]4[CH:21]=[CH:20][CH:19]=[C:18]([N:22]5[CH2:27][CH2:26][O:25][C@@H:24]([CH2:28][OH:29])[CH2:23]5)[CH:17]=4)=[CH:14][CH:15]=[C:10]3[N:9]=2)=[CH:6][CH:5]=[CH:4][N:3]=1.[ClH:49].O1CCOCC1>C(Cl)Cl>[ClH:49].[ClH:49].[ClH:49].[NH2:41][C:37]1([C:34]2[CH:35]=[CH:36][C:31]([N:30]3[C:11]4=[N:12][C:13]([C:16]5[CH:17]=[C:18]([N:22]6[CH2:27][CH2:26][O:25][C@@H:24]([CH2:28][OH:29])[CH2:23]6)[CH:19]=[CH:20][CH:21]=5)=[CH:14][CH:15]=[C:10]4[N:9]=[C:8]3[C:7]3[C:2]([NH2:1])=[N:3][CH:4]=[CH:5][CH:6]=3)=[CH:32][CH:33]=2)[CH2:38][CH2:39][CH2:40]1 |f:1.2,4.5.6.7|. Reported procedure: tert-Butyl (1-{4-[2-(2-aminopyridin-3-yl)-5-{3-[(2R)-2-(hydroxymethyl)morpholin-4-yl]phenyl}-3H-imidazo[4,5-b]pyridin-3-yl]phenyl}cyclobutyl)carbamate (5.20 mg, 0.00803 mmol) was dissolved in DCM (1 mL). 4M HCl/dioxane (1 mL) was added to the mixute and stirred at room temperature for 15 hours. The mixture was concentrated and solidified with ether. The precipitated solids were collected by filtration and washed with ether to afford desired product (4.36 mg, 82.7%) as yellow solid.